Dataset: the Open Reaction Database (ORD), a public repository of structured organic reaction records. Task: describe an organic reaction: reactants, conditions, products, and yield Reported procedure: A mixture of 12.8 g (0.052 mol) of chloromethyl(diethoxy)phenylsilane, 9.4 g (0.062 mol) of sodium iodide and 0.21 g (0.52 mol) of tricaprylylmethylammonium chloride (Aliquat®336) in 10 of ethyl alcohol was refluxed for 12 hours, cooled, filtered, and evaporated. The filtrate was diluted with water and extracted with ether. The ether solution was washed with brine, dried over magnesium sulfate, evaporated, and distilled to provide 8.7 g (50%) of the title compound as a clear liquid: b.p. 86°-100... Reaction SMILES: Cl[CH2:2][Si:3]([O:13][CH2:14][CH3:15])([O:10][CH2:11][CH3:12])[C:4]1[CH:9]=[CH:8][CH:7]=[CH:6][CH:5]=1.[I-:16].[Na+].[Cl-].C(C([NH3+])(C(=O)CCCCCCC)C(=O)CCCCCCC)(=O)CCCCCCC>C(O)C>[CH2:11]([O:10][Si:3]([O:13][CH2:14][CH3:15])([CH2:2][I:16])[C:4]1[CH:9]=[CH:8][CH:7]=[CH:6][CH:5]=1)[CH3:12] |f:1.2,3.4|. The reactants are ClC[Si](C1=CC=CC=C1)(OCC)OCC (chloromethyl(diethoxy)phenylsilane), [I-].[Na+] (sodium iodide), [Cl-].C(CCCCCCC)(=O)C(C(CCCCCCC)=O)(C(CCCCCCC)=O)[NH3+] (tricaprylylmethylammonium chloride). Product: C(C)O[Si](C1=CC=CC=C1)(CI)OCC (Diethoxy(iodomethyl)phenylsilane). Run in C(C)O (ethyl alcohol). Yield: 49.8%.